This data is from the Open Reaction Database (ORD), a public repository of structured organic reaction records. The task is: describe an organic reaction: reactants, conditions, products, and yield The reactants are C(C#CC)OC1=CC=C(C=C1)C[C@@H](C(=O)OC)NC(=O)[C@H]([C@](C(=O)[O-])(CCO)O)\C=C\CCCCCCC(CCCCCCC)O.[K+] (potassium (E)-(2S,3S)-3-[(S)-2-(4-but-2-ynyloxy-phenyl)-1-methoxycarbonyl-ethylcarbamoyl]-2,12-dihydroxy-2-(2-hydroxy-ethyl)-nonadec-4-enoate), CO (methanol), C([O-])([O-])=O.[K+].[K+] (potassium carbonate). Solvent: O (water). Reaction conditions: time 4 hour. Yields the product C(C#CC)OC1=CC=C(C=C1)C[C@@H](C(=O)O)NC(=O)[C@H]([C@](C(=O)O)(CCO)O)\C=C\CCCCCCC(CCCCCCC)O ((E)-(2S,3S)-3-[(S)-2-(4-But-2-ynyloxy-phenyl)-1-carboxy-ethylcarbamoyl]-2,12-dihydroxy-2-(2-hydroxy-ethyl)-nonadec-4-enoic acid). Isolated yield 40.7%. Reaction SMILES: [CH2:1]([O:5][C:6]1[CH:11]=[CH:10][C:9]([CH2:12][C@H:13]([NH:18][C:19]([C@@H:21](/[CH:30]=[CH:31]/[CH2:32][CH2:33][CH2:34][CH2:35][CH2:36][CH2:37][CH:38]([OH:46])[CH2:39][CH2:40][CH2:41][CH2:42][CH2:43][CH2:44][CH3:45])[C@@:22]([OH:29])([CH2:26][CH2:27][OH:28])[C:23]([O-:25])=[O:24])=[O:20])[C:14]([O:16]C)=[O:15])=[CH:8][CH:7]=1)[C:2]#[C:3][CH3:4].[K+].CO.C(=O)([O-])[O-].[K+].[K+]>O>[CH2:1]([O:5][C:6]1[CH:11]=[CH:10][C:9]([CH2:12][C@H:13]([NH:18][C:19]([C@@H:21](/[CH:30]=[CH:31]/[CH2:32][CH2:33][CH2:34][CH2:35][CH2:36][CH2:37][CH:38]([OH:46])[CH2:39][CH2:40][CH2:41][CH2:42][CH2:43][CH2:44][CH3:45])[C@@:22]([OH:29])([CH2:26][CH2:27][OH:28])[C:23]([OH:25])=[O:24])=[O:20])[C:14]([OH:16])=[O:15])=[CH:8][CH:7]=1)[C:2]#[C:3][CH3:4] |f:0.1,3.4.5|. Procedure details: To a mixture of No. 5286993, potassium (E)-(2S,3S)-3-[(S)-2-(4-but-2-ynyloxy-phenyl)-1-methoxycarbonyl-ethylcarbamoyl]-2,12-dihydroxy-2-(2-hydroxy-ethyl)-nonadec-4-enoate (40 mg, 0.0584 mmol) and methanol (2.0 mL) were added water (2.0 mL) and potassium carbonate (40 mg, 0.146 mmol), and the mixture was stirred at room temperature for 4 hours. After confirming the consumption of the starting materials by LCMS, water was added and the mixture was extracted with ethyl acetate. To the aqueous layer... The reactants are ethylene glycol monodicyclopentenyl ether, OO (H2O2), C1(=CC=C(C=C1)S(=O)(=O)O)C (p-toluenesulfonic acid), C(C(=C)C)(=O)OC (methyl methacrylate), COC1=CC=C(C=C1)O (4-methoxyphenol). Run at temperature 60 celsius, time 10 minute. Yields the product C1C=CC2C1C3CC2C=C3 (dicyclopentadiene). RXN SMILES: OO.[C:3]1([CH3:13])[CH:8]=[CH:7][C:6](S(O)(=O)=O)=[CH:5][CH:4]=1.[C:14](OC)(=O)[C:15](C)=C.[CH3:21]OC1C=CC(O)=CC=1>>[CH2:14]1[CH:4]2[CH:5]3[CH:6]=[CH:7][CH:8]([CH:3]2[CH:13]=[CH:15]1)[CH2:21]3. Reported procedure: Into the same apparatus as in Example 9 were charged 194 g (1 mole) of ethylene glycol monodicyclopentenyl ether ##STR16## peroxide content: 35 ppm in terms of H2O2), and 5 g of p-toluenesulfonic acid. The temperature was raised to 60° C. with stirring and kept there for 10 minutes. Then, 350 g of methyl methacrylate and 0.13 g of 4-methoxyphenol were charged into the apparatus, and thereafter the reaction was carried out in the same manner as in Example 1. One hour after the beginning of ractio... Reactants: O=S(=O)(O)Cl, [Na], O=C1c2ccccc2C(=O)c2c1cc(S(=O)(=O)O)c(O)c2O. The product is O=C1c2ccccc2C(=O)c2c1cc(S(=O)(=O)Cl)c(O)c2O. RXN SMILES: [Cl:24][S:25]([OH:26])(=[O:27])=[O:28].[Na:1].[OH:2][c:3]1[c:4]([S:20](=[O:21])(=[O:22])[OH:23])[cH:5][c:6]2[c:15]([c:16]1[OH:17])[C:14](=[O:18])[c:13]1[c:8]([cH:9][cH:10][cH:11][cH:12]1)[C:7]2=[O:19]>>[OH:2][c:3]1[c:4]([S:20](=[O:21])(=[O:23])[Cl:24])[cH:5][c:6]2[c:15]([c:16]1[OH:17])[C:14](=[O:18])[c:13]1[c:8]([cH:9][cH:10][cH:11][cH:12]1)[C:7]2=[O:19]. Starting materials: CC1(N=C(OC1)C=1C=C2C(=CC=NC2=CC1)CC1=CC=C(C=C1)C1=CC=CC=C1)C (6-(4,5-dihydro-4,4-dimethyloxazol-2-yl)-4-(4-phenylbenzyl)-quinoline), Cl (hydrochloric acid), [OH-].[Na+] (sodium hydroxide), Cl (hydrochloric acid). The solvent is C(C)O (ethanol). Yields the product C1(=CC=CC=C1)C1=CC=C(CC2=CC=NC3=CC=C(C=C23)C(=O)O)C=C1 (4-(4-Phenylbenzyl)quinoline-6-carboxylic acid). As a reaction SMILES: CC1(C)C[O:5][C:4]([C:7]2[CH:8]=[C:9]3[C:14](=[CH:15][CH:16]=2)[N:13]=[CH:12][CH:11]=[C:10]3[CH2:17][C:18]2[CH:23]=[CH:22][C:21]([C:24]3[CH:29]=[CH:28][CH:27]=[CH:26][CH:25]=3)=[CH:20][CH:19]=2)=N1.Cl.[OH-:32].[Na+]>C(O)C>[C:24]1([C:21]2[CH:20]=[CH:19][C:18]([CH2:17][C:10]3[C:9]4[C:14](=[CH:15][CH:16]=[C:7]([C:4]([OH:5])=[O:32])[CH:8]=4)[N:13]=[CH:12][CH:11]=3)=[CH:23][CH:22]=2)[CH:25]=[CH:26][CH:27]=[CH:28][CH:29]=1 |f:2.3|. Procedure: A mixture of 6-(4,5-dihydro-4,4-dimethyloxazol-2-yl)-4-(4-phenylbenzyl)-quinoline (132 mg), ethanol (1 ml) and 3N hydrochloric acid (3 ml) was refluxed under heating for 2 hr. Then 6N hydrochloric acid (3 ml) was added and the mixture was refluxed for 4 hr. The mixture was basified with aqueous sodium hydroxide solution, and washed once with chloroform. The aqueous layer was adjusted to pH 4 with 1N hydrochloric acid. The resulting precipitate was collected by filtration and washed with water to... Reactants: C1(=CC=CC=C1)OC (Anisole), [Cl-].OC(C[N+]1=CC=C(C=C1)SCC1=C(N2C([C@H]([C@H]2SC1)NC(CSC1=C(C=CC(=C1)Cl)Cl)=O)=O)C(=O)O)CNC(=O)OC(C)(C)C (1-(2-hydroxy-3-t-butoxycarbonylamino-1-propyl)-4-[[(6R)trans-2-carboxy-8-oxo-7-[(2,5- dichlorophenylthio)acetamido]-5- thia-1-azabicyclo[4.2.0]-oct-2-en-3-yl]methylthio]pyridinium chloride), FC(C(=O)O)(F)F (trifluoroacetic acid). The solvent is C(Cl)Cl (methylene chloride). Run at temperature 0 celsius, time 30 minute. The product is [Cl-].OC(C[N+]1=CC=C(C=C1)SCC1=C(N2C([C@H]([C@H]2SC1)NC(CSC1=C(C=CC(=C1)Cl)Cl)=O)=O)C(=O)O)CN (1-(2-Hydroxy-3-amino-1-propyl)-4-[[(6R)-trans-2-carboxy-8-oxo-7-[(2,5-dichlorophenylthio)acetamido]-5-thia-1-azabicyclo[4.2.0]-oct-2-en-3-yl]methylthio]pyridinium chloride). The yield is 127.2%. As a reaction SMILES: [Cl-].[OH:2][CH:3]([CH2:38][NH:39]C(OC(C)(C)C)=O)[CH2:4][N+:5]1[CH:10]=[CH:9][C:8]([S:11][CH2:12][C:13]2[CH2:20][S:19][C@H:18]3[N:15]([C:16](=[O:34])[C@H:17]3[NH:21][C:22](=[O:33])[CH2:23][S:24][C:25]3[CH:30]=[C:29]([Cl:31])[CH:28]=[CH:27][C:26]=3[Cl:32])[C:14]=2[C:35]([OH:37])=[O:36])=[CH:7][CH:6]=1.C1(OC)C=CC=CC=1.FC(F)(F)C(O)=O>C(Cl)Cl>[Cl-:31].[OH:2][CH:3]([CH2:38][NH2:39])[CH2:4][N+:5]1[CH:6]=[CH:7][C:8]([S:11][CH2:12][C:13]2[CH2:20][S:19][C@H:18]3[N:15]([C:16](=[O:34])[C@H:17]3[NH:21][C:22](=[O:33])[CH2:23][S:24][C:25]3[CH:30]=[C:29]([Cl:31])[CH:28]=[CH:27][C:26]=3[Cl:32])[C:14]=2[C:35]([OH:37])=[O:36])=[CH:9][CH:10]=1 |f:0.1,5.6|. Procedure: A slurry of 1-(2-hydroxy-3-t-butoxycarbonylamino-1-propyl)-4-[[(6R)trans-2-carboxy-8-oxo-7-[(2,5- dichlorophenylthio)acetamido]-5- thia-1-azabicyclo[4.2.0]-oct-2-en-3-yl]methylthio]pyridinium chloride (1.19 g, 1.58 mmol) in methylene chloride (22 mL) was cooled to 0° C. Anisole (3.4 mL) was added followed by trifluoroacetic acid (11 mL). The mixture was stirred for 30 min at 0° C. and 30 min at rt. The reaction mixture was concentrated in vacuo. The residue was stirred with ether until a yellow ... Starting materials: [Ag+], BrC12CCC(CC1)CC2, O=S(=O)([O-])C(F)(F)F, CCOC(=O)C(=NO)C(C)=O. Product: CCOC(=O)C(=NOC12CCC(CC1)CC2)C(C)=O. As a reaction SMILES: [Ag+:29].[Br:1][C:2]12[CH2:3][CH2:4][CH:5]([CH2:6][CH2:7]1)[CH2:8][CH2:9]2.[F:21][C:22]([F:23])([F:24])[S:25]([O-:26])(=[O:27])=[O:28].[OH:10][N:11]=[C:12]([C:13](=[O:14])[O:15][CH2:16][CH3:17])[C:18]([CH3:19])=[O:20]>>[C:2]12([O:10][N:11]=[C:12]([C:13](=[O:14])[O:15][CH2:16][CH3:17])[C:18]([CH3:19])=[O:20])[CH2:3][CH2:4][CH:5]([CH2:6][CH2:7]1)[CH2:8][CH2:9]2. The reactants are CC(C)CCBr, C=CCn1c(Cl)nc2[nH]c(=O)[nH]c(=O)c21, [Na+], [Na+], O=C([O-])[O-], CN(C)C=O. The product is C=CCn1c(Cl)nc2c1c(=O)[nH]c(=O)n2CCC(C)C. As a reaction SMILES: [Br:22][CH2:23][CH2:24][CH:25]([CH3:26])[CH3:27].[Cl:1][c:2]1[n:3][c:4]2[nH:5][c:6](=[O:15])[nH:7][c:8](=[O:14])[c:9]2[n:10]1[CH2:11][CH:12]=[CH2:13].[Na+:16].[Na+:17].[O-:18][C:19](=[O:20])[O-:21].[O:28]=[CH:29][N:30]([CH3:31])[CH3:32]>>[Cl:1][c:2]1[n:3][c:4]2[n:5]([CH2:23][CH2:24][CH:25]([CH3:26])[CH3:27])[c:6](=[O:15])[nH:7][c:8](=[O:14])[c:9]2[n:10]1[CH2:11][CH:12]=[CH2:13].